From a dataset of the Open Reaction Database (ORD), a public repository of structured organic reaction records. describe an organic reaction: reactants, conditions, products, and yield Reported procedure: A mixture of (R)-7-[1-hydroxymeth-(Z)-ylidene]-6-oxo-4,6,7,8-tetrahydro-3H-isoquinoline-2,8a-dicarboxylic acid 2-tert-butyl ester 8a-methyl ester (3.8 g), 4-fluorophenylhydrazine hydrochloride (2.7 g), sodium acetate (1.4 g) and acetic acid (30 mL) was stirred at room temperature for 1 hour. The mixture was concentrated under reduced pressure, and the residue was partitioned between diethyl ether and 2.0 M aqueous hydrochloric acid solution. The organic phase was washed with water, aqueous potas... Reaction SMILES: [CH3:1][O:2][C:3]([C@@:5]12[CH2:14][N:13]([C:15]([O:17][C:18]([CH3:21])([CH3:20])[CH3:19])=[O:16])[CH2:12][CH2:11][C:10]1=[CH:9][C:8](=O)/[C:7](=[CH:23]\O)/[CH2:6]2)=[O:4].Cl.[F:26][C:27]1[CH:32]=[CH:31][C:30]([NH:33][NH2:34])=[CH:29][CH:28]=1.C([O-])(=O)C.[Na+]>C(O)(=O)C>[CH3:1][O:2][C:3]([C@@:5]12[CH2:14][N:13]([C:15]([O:17][C:18]([CH3:19])([CH3:21])[CH3:20])=[O:16])[CH2:12][CH2:11][C:10]1=[CH:9][C:8]1[N:33]([C:30]3[CH:31]=[CH:32][C:27]([F:26])=[CH:28][CH:29]=3)[N:34]=[CH:23][C:7]=1[CH2:6]2)=[O:4] |f:1.2,3.4|. Reactants: COC(=O)[C@@]12C/C(/C(C=C2CCN(C1)C(=O)OC(C)(C)C)=O)=C/O ((R)-7-[1-hydroxymeth-(Z)-ylidene]-6-oxo-4,6,7,8-tetrahydro-3H-isoquinoline-2,8a-dicarboxylic acid 2-tert-butyl ester 8a-methyl ester), Cl.FC1=CC=C(C=C1)NN (4-fluorophenylhydrazine hydrochloride), C(C)(=O)[O-].[Na+] (sodium acetate). Product: COC(=O)[C@@]12CC3=C(C=C2CCN(C1)C(=O)OC(C)(C)C)N(N=C3)C3=CC=C(C=C3)F ((R)-1-(4-Fluorophenyl)-1,4,7,8-tetrahydro-1,2,6-triazacyclopenta[b]naph-thalene-4a,6-dicarboxylic acid 6-tert-butyl ester 4a-methyl ester). Isolated yield 76.8%. The solvent is C(C)(=O)O (acetic acid). Run at time 1 hour. Reactants: O=C([O-])[O-], O=C(O)c1cc([N+](=O)[O-])ccc1Cl, [Cu], [K+], [K+], Nc1ccc(N)cc1, O=S(=O)([O-])[O-], O. As a reaction SMILES: [C:22](=[O:23])([O-:24])[O-:25].[Cl:1][c:2]1[c:3]([C:4](=[O:5])[OH:6])[cH:7][c:8]([N+:11](=[O:12])[O-:13])[cH:9][cH:10]1.[Cu:33].[K+:26].[K+:27].[NH2:14][c:15]1[cH:16][cH:17][c:18]([NH2:19])[cH:20][cH:21]1.[O-:28][S:29](=[O:30])(=[O:31])[O-:32].[OH2:34]>>[c:2]1([NH:19][c:18]2[cH:17][cH:16][c:15]([NH2:14])[cH:21][cH:20]2)[c:3]([C:4](=[O:5])[OH:6])[cH:7][c:8]([N+:11](=[O:12])[O-:13])[cH:9][cH:10]1. Yields the product Nc1ccc(Nc2ccc([N+](=O)[O-])cc2C(=O)O)cc1. The reactants are O1C(=CC=C1)C(=O)Cl (Furoyl chloride), CNC(NN)=S (4-methylthiosemicarbazide). Yields the product O1C(=CC=C1)C(=O)NNC(=S)NC (1-(2-furoyl)-4-methyl thiosemicarbazide). Reported procedure: Furoyl chloride (31 g. or 0.238 mole) was added dropwise to a slurry of 4-methylthiosemicarbazide (25 g. or 0.238 moles) in dry pyridine (200 ml.) cooled to -10°. The slurry was allowed to come to ambient temperature and stirred overnight. The reaction mixture was poured into 1500 ml. of crushed ice, the precipitate was collected, dried and recrystallized from EtOH to give 1-(2-furoyl)-4-methyl thiosemicarbazide (28.0 g.). This melted at 204°-206° C. (dec.) and was found to contain by analysis 4... Solvent: N1=CC=CC=C1 (pyridine). Conditions: time 8 hour. RXN SMILES: [O:1]1[CH:5]=[CH:4][CH:3]=[C:2]1[C:6](Cl)=[O:7].[CH3:9][NH:10][C:11](=[S:14])[NH:12][NH2:13]>N1C=CC=CC=1>[O:1]1[CH:5]=[CH:4][CH:3]=[C:2]1[C:6]([NH:13][NH:12][C:11]([NH:10][CH3:9])=[S:14])=[O:7]. Isolated yield 59.1%.